From a dataset of the Open Reaction Database (ORD), a public repository of structured organic reaction records. describe an organic reaction: reactants, conditions, products, and yield Starting materials: Cl (hydrochloric acid), [OH-].[Na+] (sodium hydroxide), BrC=1C=C(C(=NC1)Cl)Cl (5-bromo-2,3-dichloropyridine), [OH-].[K+] (potassium hydroxide), C(#N)CC(=O)OCC (Ethyl cyanoacetate). Solvent: CN1C(CCC1)=O (N-methyl-2-pyrrolidone). Conditions: temperature 70 celsius, time 3 hour. Product: BrC=1C=C(C(=NC1)CC#N)Cl (5-bromo-3-chloro-2-pyridineacetonitrile). Yield: 58.9%. Reaction SMILES: [Br:1][C:2]1[CH:3]=[C:4]([Cl:9])[C:5](Cl)=[N:6][CH:7]=1.[OH-].[K+].[C:12]([CH2:14]C(OCC)=O)#[N:13].Cl.[OH-].[Na+]>CN1CCCC1=O>[Br:1][C:2]1[CH:3]=[C:4]([Cl:9])[C:5]([CH2:14][C:12]#[N:13])=[N:6][CH:7]=1 |f:1.2,5.6|. Procedure: To a solution of 5-bromo-2,3-dichloropyridine (10.0 g, 0.044 mol) in N-methyl-2-pyrrolidone (70 mL) at 0° C. was added potassium hydroxide (5.4 g, 0.097 mol), and the resulting mixture was heated to 70° C. Ethyl cyanoacetate (5.65 mL, 0.53 mol) was added via syringe over 15 min, and then heating at 70° C. was continued for 3 h more. The pH of the reaction mixture was adjusted to 2 by careful addition of concentrated aqueous hydrochloric acid, and the resulting mixture was heated at 130° C. for 2... The product is C(#N)C=1C=CC(=NC1)OC=1C=C(C(=O)NC=2SC=CN2)C=C(C1)OC(C)C (3-(5-cyano-pyridin-2-yl-oxy)-5-isopropoxy-N-thiazol-2-yl-benzamide). As a reaction SMILES: Br[C:2]1[CH:3]=[CH:4][C:5]([O:8][C:9]2[CH:10]=[C:11]([CH:20]=[C:21](C(C)C)[CH:22]=2)[C:12]([NH:14][C:15]2[S:16][CH:17]=[CH:18][N:19]=2)=[O:13])=[N:6][CH:7]=1.[Cu]([C:29]#[N:30])C#N>>[C:29]([C:2]1[CH:3]=[CH:4][C:5]([O:8][C:9]2[CH:10]=[C:11]([CH:20]=[C:21]([O:8][CH:9]([CH3:10])[CH3:22])[CH:22]=2)[C:12]([NH:14][C:15]2[S:16][CH:17]=[CH:18][N:19]=2)=[O:13])=[N:6][CH:7]=1)#[N:30]. Procedure details: The reaction between 3-(5-bromo-pyridin-2-yl-oxy)-5-isopropyl-N-thiazol-2-yl-benzamide and copper cyanide may be carried out by a method described in the relevant literature (for example, Comprehensive Organic Transformations, Richard L. et al., VCH Publishers, 1988), a corresponding method, or a combination thereof with an ordinary method. The reactants are BrC=1C=CC(=NC1)OC=1C=C(C(=O)NC=2SC=CN2)C=C(C1)C(C)C (3-(5-bromo-pyridin-2-yl-oxy)-5-isopropyl-N-thiazol-2-yl-benzamide), [Cu](C#N)C#N (copper cyanide).